Task: describe an organic reaction: reactants, conditions, products, and yield. Dataset: the Open Reaction Database (ORD), a public repository of structured organic reaction records The reactants are Nc1ccc2ncnc(Nc3ccc(OCc4cccc(F)c4)c(Cl)c3)c2c1, NCCCC(=O)Nc1ccc2ncnc(Nc3ccc(OCc4cccc(F)c4)c(Cl)c3)c2c1. Yields the product NCCCC(=O)Nc1ccc2ncnc(Nc3ccc(F)c(Cl)c3)c2c1. As a reaction SMILES: [Cl:35][c:36]1[cH:37][c:38]([NH:39][c:40]2[c:41]3[c:42]([cH:43][cH:44][c:45]([NH2:46])[cH:47]3)[n:48][cH:49][n:51]2)[cH:52][cH:53][c:54]1[O:55][CH2:56][c:57]1[cH:58][cH:59][cH:60][c:61]([F:50])[cH:62]1.[NH2:1][CH2:2][CH2:3][CH2:4][C:5](=[O:6])[NH:7][c:8]1[cH:9][c:10]2[c:11]([NH:18][c:19]3[cH:20][c:21]([Cl:34])[c:22]([O:25][CH2:26][c:27]4[cH:28][cH:29][cH:30][c:31]([F:32])[cH:33]4)[cH:23][cH:24]3)[n:12][cH:13][n:14][c:15]2[cH:16][cH:17]1>>[NH2:1][CH2:2][CH2:3][CH2:4][C:5](=[O:6])[NH:7][c:8]1[cH:9][c:10]2[c:11]([NH:18][c:19]3[cH:20][c:21]([Cl:34])[c:22]([F:50])[cH:23][cH:24]3)[n:12][cH:13][n:14][c:15]2[cH:16][cH:17]1. Starting materials: FC1=NC=CC=C1[N+](=O)[O-] (2-fluoro-3-nitropyridine), C1(CCC(CC1)O)O (1,4-cyclohexanediol). Yields the product [N+](=O)([O-])C=1C(=NC=CC1)O[C@@H]1CC[C@H](CC1)O (trans-4-(3-nitro-pyridin-2-yloxy)-cyclohexanol). As a reaction SMILES: F[C:2]1[C:7]([N+:8]([O-:10])=[O:9])=[CH:6][CH:5]=[CH:4][N:3]=1.[CH:11]1([OH:18])[CH2:16][CH2:15][CH:14]([OH:17])[CH2:13][CH2:12]1>>[N+:8]([C:7]1[C:2]([O:17][C@H:14]2[CH2:15][CH2:16][C@H:11]([OH:18])[CH2:12][CH2:13]2)=[N:3][CH:4]=[CH:5][CH:6]=1)([O-:10])=[O:9]. Reported procedure: Prepared analogously to III.1 from 3.6 g 2-fluoro-3-nitropyridine and 2.9 g 1,4-cyclohexanediol. The reactants are FC(C=1N=C2N(CCNC2)C1)(F)F (2-(trifluoromethyl)-5,6,7,8-tetrahydroimidazo[1,2-a]pyrazine), CC(C)(OC(=O)N[C@@H](CC(=O)O)CC1=C(C=C(C(=C1)F)F)F)C ((3R)-3-[(1,1-dimethylethoxycarbonyl)amino]-4-(2,4,5-trifluorophenyl)butanoic acid), CC(C)(OC(=O)N[C@@H](CC(=O)O)CC1=C(C=C(C(=C1)F)F)F)C ((3R)-3-[(1,1-dimethylethoxycarbonyl)amino]-4-(2,4,5-trifluorophenyl)butanoic acid), C=1C=CC2=C(C1)N=NN2O (HOBT), C(CCl)Cl (EDC). The solvent is ClCCl (dichloromethane). Yields the product CC(C)(OC(=O)N[C@@H](CC(=O)N1CC=2N(CC1)C=CN2)CC2=C(C=C(C(=C2)F)F)F)C (7-[(3R)-3-[(1,1-dimethylethoxycarbonyl)amino]-4-(2,4,5-trifluorophenyl)butanoyl]-5,6,7,8-tetrahydroimidazo[1,2-a]pyrazine). The yield is 55.0%. RXN SMILES: FC(F)(F)[C:3]1[N:4]=[C:5]2[CH2:10][NH:9][CH2:8][CH2:7][N:6]2[CH:11]=1.[CH3:14][C:15]([CH3:36])([O:17][C:18]([NH:20][C@H:21]([CH2:26][C:27]1[CH:32]=[C:31]([F:33])[C:30]([F:34])=[CH:29][C:28]=1[F:35])[CH2:22][C:23](O)=[O:24])=[O:19])[CH3:16].C1C=CC2N(O)N=NC=2C=1.C(Cl)CCl>ClCCl>[CH3:16][C:15]([CH3:36])([O:17][C:18]([NH:20][C@H:21]([CH2:26][C:27]1[CH:32]=[C:31]([F:33])[C:30]([F:34])=[CH:29][C:28]=1[F:35])[CH2:22][C:23]([N:9]1[CH2:8][CH2:7][N:6]2[CH:11]=[CH:3][N:4]=[C:5]2[CH2:10]1)=[O:24])=[O:19])[CH3:14]. Procedure details: The title compound was prepared from 2-(trifluoromethyl)-5,6,7,8-tetrahydroimidazo[1,2-a]pyrazine (31.7 mg, 0.166 mmol, from Example 1, Step B), (3R)-3-[(1,1-dimethylethoxycarbonyl)amino]-4-(2,4,5-trifluorophenyl)butanoic acid (Intermediate 3, 57 mg, 0.166 mmol), HOBT (26.9 mg, 0.199) mmol, and EDC (47.8 mg, 0.249 mmol) in 4 mL of dichloromethane, using a procedure analogous to that described in Example 1, Step C. Purification by preparative TLC (silica gel, 100% ethyl acetate, then 10% methanol... Starting materials: C(C)(C)(C)N1N=CC(=C1C1=CC=C(C=C1)F)C=1SC=C(N1)CC(=O)O (2-(2-(1-tert-butyl-5-(4-fluorophenyl)-1H-pyrazol-4-yl)thiazol-4-yl)acetic acid), N1(C=NC=C1)C=1C=C(N)C=CC1 (3-(1H-imidazol-1-yl)aniline). Yields the product C(C)(C)(C)N1N=CC(=C1C1=CC=C(C=C1)F)C=1SC=C(N1)CC(=O)NC1=CC(=CC=C1)N1C=NC=C1 (2-{2-[1-tert-butyl-5-(4-fluorophenyl)-1H-pyrazol-4-yl]-1,3-thiazol-4-yl}-N-[3-(1H-imidazol-1-yl)phenyl]acetamide). RXN SMILES: [C:1]([N:5]1[C:9]([C:10]2[CH:15]=[CH:14][C:13]([F:16])=[CH:12][CH:11]=2)=[C:8]([C:17]2[S:18][CH:19]=[C:20]([CH2:22][C:23](O)=[O:24])[N:21]=2)[CH:7]=[N:6]1)([CH3:4])([CH3:3])[CH3:2].[N:26]1([C:31]2[CH:32]=[C:33]([CH:35]=[CH:36][CH:37]=2)[NH2:34])[CH:30]=[CH:29][N:28]=[CH:27]1>>[C:1]([N:5]1[C:9]([C:10]2[CH:11]=[CH:12][C:13]([F:16])=[CH:14][CH:15]=2)=[C:8]([C:17]2[S:18][CH:19]=[C:20]([CH2:22][C:23]([NH:34][C:33]3[CH:35]=[CH:36][CH:37]=[C:31]([N:26]4[CH:30]=[CH:29][N:28]=[CH:27]4)[CH:32]=3)=[O:24])[N:21]=2)[CH:7]=[N:6]1)([CH3:3])([CH3:2])[CH3:4]. Procedure details: Using 2-(2-(1-tert-butyl-5-(4-fluorophenyl)-1H-pyrazol-4-yl)thiazol-4-yl)acetic acid and 3-(1H-imidazol-1-yl)aniline and by reaction and purification in the same manner as in the method described in Example 1, step 7, the title compound was obtained. Reactants: CC1=CC=C(C=C1)S(=O)(=O)OCC(CC=1C(=C2C3CCC(C2=C(C1)OC)CC3)OCC3=CC=CC=C3)O ((±)-3-[5-(benzyloxy)-8-methoxy-1,2,3,4-tetrahydro-1,4-ethanonaphthalen-6-yl]-2-hydroxypropyl 4-methylbenzenesulfonate), Intermediate 4. The reagents and catalysts are [Pd] (palladium on carbon). The product is CC1=CC=C(C=C1)S(=O)(=O)OCC(CC=1C(=C2C3CCC(C2=C(C1)OC)CC3)O)O ((±)-2-hydroxy-3-(5-hydroxy-8-methoxy-1,2,3,4-tetrahydro-1,4-ethanonaphthalen-6-yl)propyl 4-methylbenzenesulfonate). Isolated yield 91.6%. As a reaction SMILES: [CH3:1][C:2]1[CH:7]=[CH:6][C:5]([S:8]([O:11][CH2:12][CH:13]([OH:37])[CH2:14][C:15]2[C:16]([O:29]CC3C=CC=CC=3)=[C:17]3[C:22](=[C:23]([O:25][CH3:26])[CH:24]=2)[CH:21]2[CH2:27][CH2:28][CH:18]3[CH2:19][CH2:20]2)(=[O:10])=[O:9])=[CH:4][CH:3]=1>[Pd]>[CH3:1][C:2]1[CH:3]=[CH:4][C:5]([S:8]([O:11][CH2:12][CH:13]([OH:37])[CH2:14][C:15]2[C:16]([OH:29])=[C:17]3[C:22](=[C:23]([O:25][CH3:26])[CH:24]=2)[CH:21]2[CH2:20][CH2:19][CH:18]3[CH2:28][CH2:27]2)(=[O:10])=[O:9])=[CH:6][CH:7]=1. Reported procedure: Treatment of (±)-3-[5-(benzyloxy)-8-methoxy-1,2,3,4-tetrahydro-1,4-ethanonaphthalen-6-yl]-2-hydroxypropyl 4-methylbenzenesulfonate (20.00 g, 38.3 mmol) with palladium on carbon (10 wt. %, 2.0 g) generally according to the procedure described for Intermediate 4 provided 15.18 g (92%) of (±)-2-hydroxy-3-(5-hydroxy-8-methoxy-1,2,3,4-tetrahydro-1,4-ethanonaphthalen-6-yl)propyl 4-methylbenzenesulfonate as a brown oil. Anal. calcd. for C23H28O6S: C, 63.34; H, 6.56. Found: C, 62.98; H, 6.66.